The task is: describe an organic reaction: reactants, conditions, products, and yield. This data is from the Open Reaction Database (ORD), a public repository of structured organic reaction records. The reactants are C(C)OC(COC1=C(C2=C(C(=NO2)CCC=2N=C(OC2C(C)C)C2=C(C=C(C=C2)Cl)Cl)C=C1)CC=C)=O (Ethyl[[7-allyl-3-[2-[2-(2,4-dichlorophenyl)-5-isopropyl-4-oxazolyl]ethyl]-1,2-benzisoxazol-6-yl]oxy]acetate). Reagents/catalysts: [Pd] (Pd-C). Solvent: C(C)O (ethanol). Conditions: time 3 hour. Yields the product C(C)OC(COC1=C(C2=C(C(=NO2)CCC=2N=C(OC2C(C)C)C2=C(C=C(C=C2)Cl)Cl)C=C1)CCC)=O (Ethyl[[7-propyl-3-[2-(2-(2,4-dichlorophenyl)-5-isopropyl-4-oxazolyl]ethyl]-1,2-benzisoxazol-6-yl]oxy]acetate), residue. Yield: 97.0%. As a reaction SMILES: [CH2:1]([O:3][C:4](=[O:37])[CH2:5][O:6][C:7]1[CH:33]=[CH:32][C:10]2[C:11]([CH2:14][CH2:15][C:16]3[N:17]=[C:18]([C:24]4[CH:29]=[CH:28][C:27]([Cl:30])=[CH:26][C:25]=4[Cl:31])[O:19][C:20]=3[CH:21]([CH3:23])[CH3:22])=[N:12][O:13][C:9]=2[C:8]=1[CH2:34][CH:35]=[CH2:36])[CH3:2]>C(O)C.[Pd]>[CH2:1]([O:3][C:4](=[O:37])[CH2:5][O:6][C:7]1[CH:33]=[CH:32][C:10]2[C:11]([CH2:14][CH2:15][C:16]3[N:17]=[C:18]([C:24]4[CH:29]=[CH:28][C:27]([Cl:30])=[CH:26][C:25]=4[Cl:31])[O:19][C:20]=3[CH:21]([CH3:22])[CH3:23])=[N:12][O:13][C:9]=2[C:8]=1[CH2:34][CH2:35][CH3:36])[CH3:2]. Procedure details: Ethyl[[7-allyl-3-[2-[2-(2,4-dichlorophenyl)-5-isopropyl-4-oxazolyl]ethyl]-1,2-benzisoxazol-6-yl]oxy]acetate (65 mg, 0.12 mmol) was dissolved in ethanol (7. 0 mL). To the solution, 10% Pd-C (6 mg) was added. The mixture was stirred for 3 hours under hydrogen atmosphere (and ordinary pressure). After insoluble was filtered off, the filtrate was condensed to give the desired compound (63 mg) as colorless oil in the residue (yield 97%). Starting materials: C1OC23[C@]4(C)[C@@H](CC2(OCCO3)OC1)[C@@H]1C[C@@H](C3CCCC[C@]3(C)[C@H]1CC4)NC(C)=O (17,17-bis(ethylendioxy)-6α-acetamidoandrostane), C(#N)[C@H]1C[C@H]2[C@@H]3CCC([C@@]3(C)CC[C@@H]2[C@]2(CCC(CC12)=O)C)=O (6α-cyanoandrostane-3,17-dione). The product is C(C)(=O)N[C@H]1C[C@H]2[C@@H]3CCC([C@@]3(C)CC[C@@H]2[C@]2(CCC(CC12)=O)C)=O (6α-Acetamidoandrostane-3,17-dione). Isolated yield 96.0%. RXN SMILES: C1CO[C:8]23OCC[O:12][C:3]2([C@:4]2([CH2:27][CH2:26][C@H:25]4[C@@H:15]([CH2:16][C@H:17]([NH:28][C:29](=[O:31])[CH3:30])[CH:18]5[C@:23]4([CH3:24])[CH2:22][CH2:21][CH2:20][CH2:19]5)[C@@H:6]2[CH2:7]3)[CH3:5])O1.C([C@@H]1C2[C@](C)(CCC(=[O:52])C2)[C@@H]2[C@H]([C@H]3[C@@](CC2)(C)C(=O)CC3)C1)#N>>[C:29]([NH:28][C@@H:17]1[CH:18]2[C@:23]([CH3:24])([CH2:22][CH2:21][C:20](=[O:52])[CH2:19]2)[C@@H:25]2[C@H:15]([C@H:6]3[C@@:4]([CH2:27][CH2:26]2)([CH3:5])[C:3](=[O:12])[CH2:8][CH2:7]3)[CH2:16]1)(=[O:31])[CH3:30]. Reported procedure: The title compound II-bd was prepared in 96% yield from 3,3:17,17-bis(ethylendioxy)-6α-acetamidoandrostane by the procedure described above for the preparation of 6α-cyanoandrostane-3,17-dione (II-ac, Prepn. 3). The combined organic extracts were washed with H2O, dried over Na2SO4 and evaporated to dryness. 1H-NMR (300 MHz, DMSO-d6, ppm from TMS): δ 7.61 (d, 1H), 3.67 (m, 1H), 2.51-0.68 (m, 20H), 1.78 (s, 3H), 1.04 (s, 3H), 0.80 (s, 3H).